This data is from the Open Reaction Database (ORD), a public repository of structured organic reaction records. The task is: describe an organic reaction: reactants, conditions, products, and yield Reaction SMILES: [C:1]([CH3:2])([CH3:3])([CH3:4])[O:5][C:6](=[O:7])[NH:8][CH2:9][c:10]1[c:11]([CH2:34][CH:35]([CH3:36])[CH3:37])[n:12][c:13]2[cH:14][cH:15][c:16]([CH:27]=[CH:28][C:29](=[O:30])[O:31][CH2:32][CH3:33])[cH:17][c:18]2[c:19]1-[c:20]1[cH:21][cH:22][c:23]([CH3:26])[cH:24][cH:25]1.[ClH:40].[Na+:39].[O:41]1[CH2:42][CH2:43][CH2:44][CH2:45]1.[OH-:38]>>[C:1]([CH3:2])([CH3:3])([CH3:4])[O:5][C:6](=[O:7])[NH:8][CH2:9][c:10]1[c:11]([CH2:34][CH:35]([CH3:36])[CH3:37])[n:12][c:13]2[cH:14][cH:15][c:16]([CH:27]=[CH:28][C:29](=[O:30])[OH:31])[cH:17][c:18]2[c:19]1-[c:20]1[cH:21][cH:22][c:23]([CH3:26])[cH:24][cH:25]1. Product: Cc1ccc(-c2c(CNC(=O)OC(C)(C)C)c(CC(C)C)nc3ccc(C=CC(=O)O)cc23)cc1. Starting materials: CCOC(=O)C=Cc1ccc2nc(CC(C)C)c(CNC(=O)OC(C)(C)C)c(-c3ccc(C)cc3)c2c1, Cl, [Na+], C1CCOC1, [OH-]. The reactants are O=C1C2=CC(=CC=C2C=2C=CC(=CC12)C(=O)Cl)C(=O)Cl (9-oxofluorene-2,7-dicarbonyl chloride), C(C)NCC (diethylamine). Run in C(Cl)(Cl)Cl (chloroform). Conditions: time 4 hour. The product is C(C)N(C(=O)C1=CC=2C(C3=CC(=CC=C3C2C=C1)C(=O)N(CC)CC)=O)CC (N,N,N',N'-tetraethyl-9-oxofluorene-2,7-dicarboxamide). RXN SMILES: [O:1]=[C:2]1[C:14]2[CH:13]=[C:12]([C:15](Cl)=[O:16])[CH:11]=[CH:10][C:9]=2[C:8]2[C:3]1=[CH:4][C:5]([C:18](Cl)=[O:19])=[CH:6][CH:7]=2.[CH2:21]([NH:23][CH2:24][CH3:25])[CH3:22]>C(Cl)(Cl)Cl>[CH2:21]([N:23]([CH2:24][CH3:25])[C:18]([C:5]1[CH:6]=[CH:7][C:8]2[C:9]3[C:14](=[CH:13][C:12]([C:15]([N:23]([CH2:24][CH3:25])[CH2:21][CH3:22])=[O:16])=[CH:11][CH:10]=3)[C:2](=[O:1])[C:3]=2[CH:4]=1)=[O:19])[CH3:22]. Reported procedure: To a solution of 61.0 g (0.2 mole) of 9-oxofluorene-2,7-dicarbonyl chloride dissolved in 600 ml of chloroform(hydrocarbon stabilized and stored over molecular sieves) is added 58.4 g (0.8 mole) of diethylamine in small increments. The solution is refluxed with stirring for an additional 4 hours, cooled, washed 3 times with water, dried over anhydrous sodium sulfate, filtered, and the volatile materials removed on a steam bath under vacuum. The resulting oil so obtained is triturated with pentane...